Dataset: the Open Reaction Database (ORD), a public repository of structured organic reaction records. Task: describe an organic reaction: reactants, conditions, products, and yield Reactants: CCN(CC)S(F)(F)F, CCO, C1COCCO1, CC(=O)OCC(O)Cn1ccnc1[N+](=O)[O-]. The product is CC(=O)OCC(F)Cn1ccnc1[N+](=O)[O-]. As a reaction SMILES: [CH2:17]([N:18]([S:19]([F:20])([F:21])[F:23])[CH2:22][CH3:24])[CH3:25].[CH3:26][CH2:27][OH:28].[O:29]1[CH2:30][CH2:31][O:32][CH2:33][CH2:34]1.[OH:1][CH:2]([CH2:3][n:4]1[c:5]([N+:9](=[O:10])[O-:11])[n:6][cH:7][cH:8]1)[CH2:12][O:13][C:14]([CH3:15])=[O:16]>>[CH:2]([CH2:3][n:4]1[c:5]([N+:9](=[O:10])[O-:11])[n:6][cH:7][cH:8]1)([CH2:12][O:13][C:14]([CH3:15])=[O:16])[F:23]. Starting materials: BrC1=NC=CC=C1N (2-bromopyridin-3-amine), C(=O)([O-])[O-].[Na+].[Na+] (Na2CO3), ClC=1C=C(C=CC1)B(O)O ((3-chlorophenyl)boronic acid). The reagents and catalysts are C1=CC=C(C=C1)P([C-]2C=CC=C2)C3=CC=CC=C3.C1=CC=C(C=C1)P([C-]2C=CC=C2)C3=CC=CC=C3.Cl[Pd]Cl.[Fe+2] (PdCl2(dppf)). Solvent: COCCOC (DME), CCOC(=O)C (EtOAc). Product: ClC=1C=C(C=CC1)C1=NC=CC=C1N (2-(3-Chlorophenyl)pyridin-3-amine). RXN SMILES: Br[C:2]1[C:7]([NH2:8])=[CH:6][CH:5]=[CH:4][N:3]=1.C([O-])([O-])=O.[Na+].[Na+].[Cl:15][C:16]1[CH:17]=[C:18](B(O)O)[CH:19]=[CH:20][CH:21]=1>COCCOC.CCOC(C)=O.C1C=CC(P(C2C=CC=CC=2)[C-]2C=CC=C2)=CC=1.C1C=CC(P(C2C=CC=CC=2)[C-]2C=CC=C2)=CC=1.Cl[Pd]Cl.[Fe+2]>[Cl:15][C:16]1[CH:21]=[C:20]([C:2]2[C:7]([NH2:8])=[CH:6][CH:5]=[CH:4][N:3]=2)[CH:19]=[CH:18][CH:17]=1 |f:1.2.3,7.8.9.10|. Procedure: To the solution of 2-bromopyridin-3-amine in DME (0.1M) were added 2M aqueous Na2CO3 solution (2 eq.) and (3-chlorophenyl)boronic acid (1.1 eq). The mixture was degassed and placed under an argon atmosphere. PdCl2(dppf) (0.02 eq) were added and the reaction was heated at reflux overnight under argon. After cooling the reaction was diluted with EtOAc and washed with water and brine, then dried and evaporated under reduced pressure to afford the titled compound which was used as such in the next s... RXN SMILES: Cl.[CH3:2][O:3][C:4]1[CH:9]=[CH:8][CH:7]=[CH:6][C:5]=1[N:10]1[CH2:15][CH2:14][NH:13][CH2:12][CH2:11]1.Br[CH:17]([CH3:24])[CH2:18][C:19]([O:21][CH2:22][CH3:23])=[O:20].C(=O)([O-])[O-].[K+].[K+].[I-].[K+]>C(#N)C.O>[CH3:2][O:3][C:4]1[CH:9]=[CH:8][CH:7]=[CH:6][C:5]=1[N:10]1[CH2:15][CH2:14][N:13]([CH:17]([CH3:24])[CH2:18][C:19]([O:21][CH2:22][CH3:23])=[O:20])[CH2:12][CH2:11]1 |f:0.1,3.4.5,6.7|. Procedure details: A slurry of 1-(2-methoxyphenyl)piperazine hydrochloride (5 g, 21.86 mmol), ethyl 3-bromobutyrate (4.48 g, 22.96 mmol), potassium carbonate (10.57 g, 76.51 mmol) and a catalytic amount of potassium iodide (0.362 g, 2.18 mmol) in acetonitrile (50 mL) was heated at reflux for 18 hrs. After cooling at room temperature, the reaction mixture was added to water (100 mL) and the aqueous phase was extracted with AcOEt (100 mL). The organic phase was washed with water (2×75 mL), brine (75 mL), dried over ... Product: COC1=C(C=CC=C1)N1CCN(CC1)C(CC(=O)OCC)C (ethyl 3-[4-(2-methoxyphenyl)piperazin-1-yl]butanoate). Reactants: Cl.COC1=C(C=CC=C1)N1CCNCC1 (1-(2-methoxyphenyl)piperazine hydrochloride), BrC(CC(=O)OCC)C (ethyl 3-bromobutyrate), C([O-])([O-])=O.[K+].[K+] (potassium carbonate), [I-].[K+] (potassium iodide). Yield: 41.8%. Solvent: C(C)#N (acetonitrile), O (water).